This data is from the Open Reaction Database (ORD), a public repository of structured organic reaction records. The task is: describe an organic reaction: reactants, conditions, products, and yield The reactants are COC(=O)C(N)Cc1ccc(NC(=O)c2c(Cl)cccc2Cl)cc1, CS(=O)(=O)c1ccccc1C(=O)O. Product: COC(=O)C(Cc1ccc(NC(=O)c2c(Cl)cccc2Cl)cc1)NC(=O)c1ccccc1S(C)(=O)=O. RXN SMILES: [CH3:1][O:2][C:3]([CH:4]([NH2:5])[CH2:6][c:7]1[cH:8][cH:9][c:10]([NH:13][C:14](=[O:15])[c:16]2[c:17]([Cl:23])[cH:18][cH:19][cH:20][c:21]2[Cl:22])[cH:11][cH:12]1)=[O:24].[CH3:25][S:26](=[O:27])(=[O:28])[c:29]1[c:30]([C:31](=[O:32])[OH:33])[cH:34][cH:35][cH:36][cH:37]1>>[CH3:1][O:2][C:3]([CH:4]([NH:5][C:31]([c:30]1[c:29]([S:26]([CH3:25])(=[O:27])=[O:28])[cH:37][cH:36][cH:35][cH:34]1)=[O:32])[CH2:6][c:7]1[cH:8][cH:9][c:10]([NH:13][C:14](=[O:15])[c:16]2[c:17]([Cl:23])[cH:18][cH:19][cH:20][c:21]2[Cl:22])[cH:11][cH:12]1)=[O:24]. Reactants: O=C(Br)CBr, ClCCl, NC1(F)C=CC=CC1C(=O)c1ccccc1, O. Product: O=C(CBr)NC1(F)C=CC=CC1C(=O)c1ccccc1. As a reaction SMILES: [Br:17][CH2:18][C:19](=[O:20])[Br:21].[Cl:22][CH2:23][Cl:24].[NH2:1][C:2]1([F:16])[CH:3]([C:4](=[O:5])[c:6]2[cH:7][cH:8][cH:9][cH:10][cH:11]2)[CH:12]=[CH:13][CH:14]=[CH:15]1.[OH2:25]>>[NH:1]([C:2]1([F:16])[CH:3]([C:4](=[O:5])[c:6]2[cH:7][cH:8][cH:9][cH:10][cH:11]2)[CH:12]=[CH:13][CH:14]=[CH:15]1)[C:19]([CH2:18][Br:17])=[O:20]. Product: FC=1C=C(C=CC1)C1=NNC2=C(C=C(C=C12)C#N)OC (3-(3-Fluorophenyl)-7-methoxy-1H-indazole-5-carbonitrile). RXN SMILES: F[C:2]1[C:9]([O:10][CH3:11])=[CH:8][C:5]([C:6]#[N:7])=[CH:4][C:3]=1[C:12](=O)[C:13]1[CH:18]=[CH:17][CH:16]=[C:15]([F:19])[CH:14]=1.O.[NH2:22][NH2:23]>C(O)C>[F:19][C:15]1[CH:14]=[C:13]([C:12]2[C:3]3[C:2](=[C:9]([O:10][CH3:11])[CH:8]=[C:5]([C:6]#[N:7])[CH:4]=3)[NH:23][N:22]=2)[CH:18]=[CH:17][CH:16]=1 |f:1.2|. Starting materials: FC1=C(C=C(C#N)C=C1OC)C(C1=CC(=CC=C1)F)=O (4-fluoro-3-(3-fluorobenzoyl)-5-methoxybenzonitrile), O.NN (hydrazine monohydrate). Reaction conditions: temperature 70 celsius, time 1 day. Procedure details: To a solution of 640 mg of 4-fluoro-3-(3-fluorobenzoyl)-5-methoxybenzonitrile in 6 ml ethanol was added 3 ml of hydrazine monohydrate at room temperature, followed by stirring at 70° C. for one day. The reaction mixture was evaporated, and the resulting crystals were collected by filtration. The crystals were sequentially washed with ethanol and diethyl ether, to give 590 mg of the title compound as colorless crystals. Solvent: C(C)O (ethanol). The product is O=C1CCCC(c2ccc(O)cc2)C1. As a reaction SMILES: [BrH:1].[CH3:17][C:18]([O:19][C:20](=[O:21])[CH3:22])=[O:23].[CH3:2][O:3][c:4]1[cH:5][cH:6][c:7]([CH:10]2[CH2:11][C:12](=[O:16])[CH2:13][CH2:14][CH2:15]2)[cH:8][cH:9]1>>[OH:3][c:4]1[cH:5][cH:6][c:7]([CH:10]2[CH2:11][C:12](=[O:16])[CH2:13][CH2:14][CH2:15]2)[cH:8][cH:9]1. Starting materials: Br, CC(=O)OC(C)=O, COc1ccc(C2CCCC(=O)C2)cc1. Starting materials: C(C)OC(CCCOC1=C(C(=CC=C1)CCCCCCOC1=CC(=CC(=C1)C=1C=C2C=CNC2=CC1)OCC)CCC(=O)OCC)=O (4-[2-(2-ethoxycarbonyl-ethyl)-3-{6-[3-ethoxy-5-(1H-indol-5-yl)-phenoxy]-hexyl}-phenoxy]-butyric acid ethyl ester), [OH-].[Na+] (sodium hydroxide). Product: C(=O)(O)CCC1=C(OCCCC(=O)O)C=CC=C1CCCCCCOC1=CC(=CC(=C1)C=1C=C2C=CNC2=CC1)OCC (4-[2-(2-carboxy-ethyl)-3-{6-[3-ethoxy-5-(1H-indol-5-yl)-phenoxy]-hexyl}-phenoxy]-butyric acid). The yield is 85.1%. RXN SMILES: C([O:3][C:4](=[O:47])[CH2:5][CH2:6][CH2:7][O:8][C:9]1[CH:14]=[CH:13][CH:12]=[C:11]([CH2:15][CH2:16][CH2:17][CH2:18][CH2:19][CH2:20][O:21][C:22]2[CH:27]=[C:26]([C:28]3[CH:29]=[C:30]4[C:34](=[CH:35][CH:36]=3)[NH:33][CH:32]=[CH:31]4)[CH:25]=[C:24]([O:37][CH2:38][CH3:39])[CH:23]=2)[C:10]=1[CH2:40][CH2:41][C:42]([O:44]CC)=[O:43])C.[OH-].[Na+]>>[C:42]([CH2:41][CH2:40][C:10]1[C:11]([CH2:15][CH2:16][CH2:17][CH2:18][CH2:19][CH2:20][O:21][C:22]2[CH:27]=[C:26]([C:28]3[CH:29]=[C:30]4[C:34](=[CH:35][CH:36]=3)[NH:33][CH:32]=[CH:31]4)[CH:25]=[C:24]([O:37][CH2:38][CH3:39])[CH:23]=2)=[CH:12][CH:13]=[CH:14][C:9]=1[O:8][CH2:7][CH2:6][CH2:5][C:4]([OH:47])=[O:3])([OH:44])=[O:43] |f:1.2|. Procedure: A similar procedure as described in Example 43, step 5 was used, starting from 4-[2-(2-ethoxycarbonyl-ethyl)-3-{6-[3-ethoxy-5-(1H-indol-5-yl)-phenoxy]-hexyl}-phenoxy]-butyric acid ethyl ester (24 mg, 0.04 mmol) and 1.0 N aqueous sodium hydroxide (0.4 mL) to afford 4-[2-(2-carboxy-ethyl)-3-{6-[3-ethoxy-5-(1H-indol-5-yl)-phenoxy]-hexyl}-phenoxy]-butyric acid (20 mg, 91%) as a light brown solid: ES(+)-HRMS m/e calcd for C35H41NO7 (M+Na)+ 610.2775, found 610.2773. Reactants: O=C([O-])[O-], CC(C)=O, CC(=O)C(Cl)C(C)=O, [Cs+], [Cs+], N#Cc1ccc(O)cc1. The product is CC(=O)C(Oc1ccc(C#N)cc1)C(C)=O. RXN SMILES: [C:18](=[O:19])([O-:20])[O-:21].[CH3:24][C:25](=[O:26])[CH3:27].[Cl:1][CH:2]([C:3]([CH3:4])=[O:5])[C:6]([CH3:7])=[O:8].[Cs+:22].[Cs+:23].[OH:9][c:10]1[cH:11][cH:12][c:13]([C:16]#[N:17])[cH:14][cH:15]1>>[CH:2]([C:3]([CH3:4])=[O:5])([C:6]([CH3:7])=[O:8])[O:9][c:10]1[cH:11][cH:12][c:13]([C:16]#[N:17])[cH:14][cH:15]1. Starting materials: COC(C1=C(C=CC(=C1)C#N)CN(C1CCCC=2C=CC=NC12)CC1=NC=C(C=C1C)C)=O (5-cyano-2-{[(3,5-dimethyl-pyridin-2-ylmethyl)-(5,6,7,8-tetrahydro-quinolin-8yl)-amino]-methyl}-benzoic acid methyl ester), N#N (N2), [Li+].[BH4-] (LiBH4). Solvent: CO (MeOH). Yields the product CC=1C(=NC=C(C1)C)CN(C1CCCC=2C=CC=NC12)CC1=C(C=C(C#N)C=C1)CO (4-{[(3,5-dimethyl-pyridin-2-ylmethyl)-(5,6,7,8-tetrahydro-quinolin-8-yl)-amino]-methyl}-3-hydroxymethyl-benzonitrile), foam. The yield is 99.0%. Reaction SMILES: C[O:2][C:3](=O)[C:4]1[CH:9]=[C:8]([C:10]#[N:11])[CH:7]=[CH:6][C:5]=1[CH2:12][N:13]([CH2:24][C:25]1[C:30]([CH3:31])=[CH:29][C:28]([CH3:32])=[CH:27][N:26]=1)[CH:14]1[C:23]2[N:22]=[CH:21][CH:20]=[CH:19][C:18]=2[CH2:17][CH2:16][CH2:15]1.[Li+].[BH4-].N#N>CO>[CH3:31][C:30]1[C:25]([CH2:24][N:13]([CH2:12][C:5]2[CH:6]=[CH:7][C:8]([C:10]#[N:11])=[CH:9][C:4]=2[CH2:3][OH:2])[CH:14]2[C:23]3[N:22]=[CH:21][CH:20]=[CH:19][C:18]=3[CH2:17][CH2:16][CH2:15]2)=[N:26][CH:27]=[C:28]([CH3:32])[CH:29]=1 |f:1.2|. Procedure: To a solution of 5-cyano-2-{[(3,5-dimethyl-pyridin-2-ylmethyl)-(5,6,7,8-tetrahydro-quinolin-8yl)-amino]-methyl}-benzoic acid methyl ester (6.29 g, 14.3 mmol) dissolved in MeOH (72 mL) was added LiBH4 (3.1 g, 0.14 mmol). The mixture was stirred for 18 hours under a positive pressure of N2. The mixture was concentrated in vacuo and redissolved in CH2Cl2 (75 mL). A saturated solution of NaHCO3 (75 mL) was added. Extract with CH2Cl2 (2×50 mL). The combined organic extracts were dried (Na2SO4), filte...